From a dataset of the Open Reaction Database (ORD), a public repository of structured organic reaction records. describe an organic reaction: reactants, conditions, products, and yield Reactants: FC=1C=C(N)C=C(C1)C1=CN=CS1 (3-Fluoro-5-(1,3-thiazol-5-yl)aniline), ClC1=NC=C(C(=N1)C1CC1)F (2-chloro-4-cyclopropyl-5-fluoropyrimidine), CC1(C2=C(C(=CC=C2)P(C3=CC=CC=C3)C4=CC=CC=C4)OC5=C(C=CC=C51)P(C6=CC=CC=C6)C7=CC=CC=C7)C (Xantphos), C([O-])([O-])=O.[Cs+].[Cs+] (cesium carbonate). Reagents/catalysts: C(C)(=O)[O-].[Pd+2].C(C)(=O)[O-] (palladium(II) acetate). Solvent: C(C)(=O)OCC (ethyl acetate). Conditions: temperature 90 celsius, time 2 hour. Yields the product C1(CC1)C1=NC(=NC=C1F)NC1=CC(=CC(=C1)C1=CN=CS1)F (4-cyclopropyl-5-fluoro-N-[3-fluoro-5-(1,3-thiazol-5-yl)phenyl]pyrimidin-2-amine). The yield is 76.8%. RXN SMILES: [F:1][C:2]1[CH:3]=[C:4]([CH:6]=[C:7]([C:9]2[S:13][CH:12]=[N:11][CH:10]=2)[CH:8]=1)[NH2:5].Cl[C:15]1[N:20]=[C:19]([CH:21]2[CH2:23][CH2:22]2)[C:18]([F:24])=[CH:17][N:16]=1.CC1(C)C2C(=C(P(C3C=CC=CC=3)C3C=CC=CC=3)C=CC=2)OC2C(P(C3C=CC=CC=3)C3C=CC=CC=3)=CC=CC1=2.C(=O)([O-])[O-].[Cs+].[Cs+]>C(OCC)(=O)C.C([O-])(=O)C.[Pd+2].C([O-])(=O)C>[CH:21]1([C:19]2[C:18]([F:24])=[CH:17][N:16]=[C:15]([NH:5][C:4]3[CH:6]=[C:7]([C:9]4[S:13][CH:12]=[N:11][CH:10]=4)[CH:8]=[C:2]([F:1])[CH:3]=3)[N:20]=2)[CH2:23][CH2:22]1 |f:3.4.5,7.8.9|. Reported procedure: 3-Fluoro-5-(1,3-thiazol-5-yl)aniline (0.91 g, 4.69 mmol), 2-chloro-4-cyclopropyl-5-fluoropyrimidine (0.809 g, 4.69 mmol), palladium(II) acetate (0.105 g, 0.469 mmol), Xantphos (0.407 g, 0.703 mmol), and cesium carbonate (3.05 g, 9.37 mmol) were added to a dry flask. Degassed with argon, and then added dioxane (20 mL). The reaction mixture was degassed with argon for five minutes, and then heated to 90° C. After 2 hours, the reaction mixture was cooled, diluted with ethyl acetate, filtered throug...